This data is from the Open Reaction Database (ORD), a public repository of structured organic reaction records. The task is: describe an organic reaction: reactants, conditions, products, and yield The reactants are C(#N)[BH3-].[Na+] (sodium cyanoborohydride), CN1N=CC(=C1)C1=CC=C(C=C1)NC=1N=C(C2=C(N1)CCNC2)N(CCO)C2=CC=CC=C2 (2-((2-(4-(1-Methyl-1H-pyrazol-4-yl)phenylamino)-5,6,7,8-tetrahydropyrido[4,3-d]pyrimidin-4-yl)(phenyl)amino)ethanol), C=O (formaldehyde), C(C)(=O)O (Acetic acid). Solvent: CO (methanol). Product: CN1CC2=C(N=C(N=C2N(CCO)C2=CC=CC=C2)NC2=CC=C(C=C2)C=2C=NN(C2)C)CC1 (2-((6-methyl-2-(4-(1-methyl-1H-pyrazol-4-yl)phenylamino)-5,6,7,8-tetrahydropyrido[4,3-d]pyrimidin-4-yl)(phenyl)amino)ethanol). The yield is 107.6%. As a reaction SMILES: [CH3:1][N:2]1[CH:6]=[C:5]([C:7]2[CH:12]=[CH:11][C:10]([NH:13][C:14]3[N:15]=[C:16]([N:24]([C:28]4[CH:33]=[CH:32][CH:31]=[CH:30][CH:29]=4)[CH2:25][CH2:26][OH:27])[C:17]4[CH2:23][NH:22][CH2:21][CH2:20][C:18]=4[N:19]=3)=[CH:9][CH:8]=2)[CH:4]=[N:3]1.[C:34](O)(=O)C.C=O.C([BH3-])#N.[Na+]>CO>[CH3:34][N:22]1[CH2:21][CH2:20][C:18]2[N:19]=[C:14]([NH:13][C:10]3[CH:9]=[CH:8][C:7]([C:5]4[CH:4]=[N:3][N:2]([CH3:1])[CH:6]=4)=[CH:12][CH:11]=3)[N:15]=[C:16]([N:24]([C:28]3[CH:33]=[CH:32][CH:31]=[CH:30][CH:29]=3)[CH2:25][CH2:26][OH:27])[C:17]=2[CH2:23]1 |f:3.4|. Reported procedure: 2-((2-(4-(1-Methyl-1H-pyrazol-4-yl)phenylamino)-5,6,7,8-tetrahydropyrido[4,3-d]pyrimidin-4-yl)(phenyl)amino)ethanol (40 mg, 0.09 mmol) was dissolved in methanol (2 mL). Acetic acid (1.037 μL, 0.02 mmol) was added followed by formaldehyde (0.014 mL, 0.18 mmol). The reaction mixture was stirred at room temperature for 30 minutes before sodium cyanoborohydride (11.39 mg, 0.18 mmol) was added. After 20 minutes the solvent was evaporated under reduced pressure, the crude dissolved in few drops of DMF... Starting materials: COC(=O)c1cccc2cc(Oc3ccnc(CBr)n3)ccc12, CO, CCOC(C)=O, O. The product is COCc1nccc(Oc2ccc3c(C(=O)OC)cccc3c2)n1. Reaction SMILES: [CH3:1][O:2][C:3](=[O:4])[c:5]1[cH:6][cH:7][cH:8][c:9]2[cH:10][c:11]([O:15][c:16]3[n:17][c:18]([CH2:22][Br:23])[n:19][cH:20][cH:21]3)[cH:12][cH:13][c:14]12.[CH3:24][OH:25].[CH3:26][CH2:27][O:28][C:29]([CH3:30])=[O:31].[OH2:32]>>[CH3:1][O:2][C:3](=[O:4])[c:5]1[cH:6][cH:7][cH:8][c:9]2[cH:10][c:11]([O:15][c:16]3[n:17][c:18]([CH2:22][O:25][CH3:24])[n:19][cH:20][cH:21]3)[cH:12][cH:13][c:14]12. Reactants: C(C)OC(C(C1=CC=C(C=C1)OCC(N1CCC(CC1)C1=CC=CC=C1)=O)=O)=O (4-[2-Oxo-2-(4-phenyl-1-piperidinyl)ethoxy]-alpha-oxobenzeneacetic acid ethyl ester), [OH-].[Na+] (sodium hydroxide). Solvent: CO (methanol). Reaction conditions: time 25 minute. The product is O=C(COC1=CC=C(C=C1)C(C(=O)O)=O)N1CCC(CC1)C1=CC=CC=C1 (4-[2-oxo-2-(4-phenyl-1-piperidinyl)ethoxy]-alpha-oxobenzeneacetic acid). Isolated yield 29.9%. RXN SMILES: C([O:3][C:4](=[O:29])[C:5](=[O:28])[C:6]1[CH:11]=[CH:10][C:9]([O:12][CH2:13][C:14](=[O:27])[N:15]2[CH2:20][CH2:19][CH:18]([C:21]3[CH:26]=[CH:25][CH:24]=[CH:23][CH:22]=3)[CH2:17][CH2:16]2)=[CH:8][CH:7]=1)C.[OH-].[Na+]>CO>[O:27]=[C:14]([N:15]1[CH2:16][CH2:17][CH:18]([C:21]2[CH:26]=[CH:25][CH:24]=[CH:23][CH:22]=2)[CH2:19][CH2:20]1)[CH2:13][O:12][C:9]1[CH:8]=[CH:7][C:6]([C:5](=[O:28])[C:4]([OH:29])=[O:3])=[CH:11][CH:10]=1 |f:1.2|. Procedure: 4-[2-Oxo-2-(4-phenyl-1-piperidinyl)ethoxy]-alpha-oxobenzeneacetic acid ethyl ester (0.9 g) in methanol (80 mL) was treated with 1N sodium hydroxide solution (2.6 mL), and the mixture was stirred at room temperature for 25 minutes. After the methanol was evaporated under reduced pressure, water (25 mL) was added and the solution was acidified with 3N hydrochloric acid, then the aqueous layer was extracted with a dichloromethane-tetrahydrofuran mixture (35 mL; 5:2). The organic layer was dried (Mg... The reactants are C(C)OC(CCC1=C(C=CC(=C1)C(=O)C1=CC(=CC=C1)C(=O)OCC)OCCCCCCOC1=C(C2=C(C(CCO2)=O)C=C1)CCC)=O (2-[6-[(2,3-dihydro-4-oxo-8-propyl-4H-1-benzopyran-7-yl)oxy]hexyloxy]-5-[[3-(ethoxycarbonyl)phenyl]carbonyl]benzenepropanoic acid ethyl ester), C(C)(=O)OCC (ethyl acetate), O.[OH-].[Li+] (lithium hydroxide monohydrate), S(O)(O)(=O)=O (sulfuric acid). Run in C1CCOC1 (THF), O (water). Conditions: time 25.5 hour. Yields the product C(=O)(O)C=1C=C(C=CC1)C(=O)C=1C=CC(=C(C1)CCC(=O)O)OCCCCCCOC1=C(C2=C(C(CCO2)=O)C=C1)CCC (5-[(3-Carboxyphenyl)carbonyl]-2-[6-[(3,4-dihydro-4-oxo-8-propyl-2H-1-benzopyran-7-yl)oxy]hexyloxy]benzenepropanoic Acid). RXN SMILES: C([O:3][C:4](=[O:48])[CH2:5][CH2:6][C:7]1[CH:12]=[C:11]([C:13]([C:15]2[CH:20]=[CH:19][CH:18]=[C:17]([C:21]([O:23]CC)=[O:22])[CH:16]=2)=[O:14])[CH:10]=[CH:9][C:8]=1[O:26][CH2:27][CH2:28][CH2:29][CH2:30][CH2:31][CH2:32][O:33][C:34]1[CH:44]=[CH:43][C:37]2[C:38](=[O:42])[CH2:39][CH2:40][O:41][C:36]=2[C:35]=1[CH2:45][CH2:46][CH3:47])C.O.[OH-].[Li+].S(=O)(=O)(O)O.C(OCC)(=O)C>C1COCC1.O>[C:21]([C:17]1[CH:16]=[C:15]([C:13]([C:11]2[CH:10]=[CH:9][C:8]([O:26][CH2:27][CH2:28][CH2:29][CH2:30][CH2:31][CH2:32][O:33][C:34]3[CH:44]=[CH:43][C:37]4[C:38](=[O:42])[CH2:39][CH2:40][O:41][C:36]=4[C:35]=3[CH2:45][CH2:46][CH3:47])=[C:7]([CH2:6][CH2:5][C:4]([OH:48])=[O:3])[CH:12]=2)=[O:14])[CH:20]=[CH:19][CH:18]=1)([OH:23])=[O:22] |f:1.2.3|. Reported procedure: A mixture of 0.144 g (0.70 mmol) of 2,3-dihydro-7-hydroxy-8-propyl-4H-1-benzopyran-4-one, 0.371 g (0.70 mmol) of 2-[(6-bromohexyl)oxy]-5-[[3-(ethoxycarbonyl)phenyl]carbonyl]benzenepropanoic acid ethyl ester, 0.479 g (3.47 mmol) of anhydrous granular potassium carbonate and 13.1 mL of 2-butanone was stirred and refluxed for 18 hr. The resulting slurry was filtered with suction and the solids washed thoroughly with ethyl acetate. The filtrate and washes were combined and concentrated in vacuo and ... Starting materials: COC1=C(C(=O)O)C=C(C(=C1)N)S(=O)(=O)CC (2-methoxy-4-amino-5-ethylsulphonyl benzoic acid), O (water), C1(CCCCC1)N1C(CCC1)(CN)C (1-cyclohexyl-methyl-2-aminomethyl pyrrolidine), ClC(=O)OCC (ethyl chloroformate). The solvent is C(C)N(CC)CC (triethylamine), CC(=O)C (acetone). Run at temperature 0 celsius, time 40 minute. The product is C1(CCCCC1)CN1C(CCC1)CNC(C1=C(C=C(C(=C1)S(=O)(=O)CC)N)OC)=O (N-(1-cyclohexylmethyl-2-pyrrolidinyl-methyl)-2-methoxy-4-amino-5-ethylsulphonyl-benzamide). RXN SMILES: [CH3:1][O:2][C:3]1[CH:11]=[C:10]([NH2:12])[C:9]([S:13]([CH2:16][CH3:17])(=[O:15])=[O:14])=[CH:8][C:4]=1[C:5]([OH:7])=O.O.Cl[C:20](OCC)=O.[CH:25]1([N:31]2[CH2:35][CH2:34][CH2:33][C:32]2(C)[CH2:36][NH2:37])[CH2:30][CH2:29][CH2:28][CH2:27][CH2:26]1>C(N(CC)CC)C.CC(C)=O>[CH:30]1([CH2:25][N:31]2[CH2:35][CH2:34][CH2:33][CH:32]2[CH2:36][NH:37][C:5](=[O:7])[C:4]2[CH:8]=[C:9]([S:13]([CH2:16][CH3:17])(=[O:15])=[O:14])[C:10]([NH2:12])=[CH:11][C:3]=2[O:2][CH3:1])[CH2:20][CH2:26][CH2:27][CH2:28][CH2:29]1. Procedure: 25.9 g of 2-methoxy-4-amino-5-ethylsulphonyl benzoic acid, 40 ml of water, 200 ml of acetone and 13.9 ml of triethylamine (density 0.726) are placed in a 500 ml flask fitted with an agitator, a thermometer and a dropping funnel. The solution is cooled to about 0° to 5° C. and 10.9 g of ethyl chloroformate is dripped in. The mixture is agitated for 40 minutes at about 0° C., then 19.6 g of 1-cyclohexyl-methyl-2-aminomethyl pyrrolidine is added drop by drop. The mixture is agitated for 2 hours at ... Starting materials: BrC=1C=C(OC1C1=CC=NC=C1)CO ((4-Bromo-5-pyridin-4-yl-furan-2-yl)-methanol), CC1(OB(OC1(C)C)C=1C=C2CCC(C2=CC1)=O)C (5-(4,4,5,5-tetramethyl-[1,3,2]-dioxaborolan-2-yl)indanone), C(C)(=O)[O-].[K+] (potassium acetate), C1(=CC=CC=C1)P(C1=CC=CC=C1)C1=CC=CC=C1 (triphenylphosphine). Reagents/catalysts: C(C)(=O)[O-].[Pd+2].C(C)(=O)[O-] (palladium (II) acetate). The solvent is C(C)O (ethanol), CN(C=O)C (N,N-dimethylformamide), O (water). The product is OCC1=CC(=C(O1)C1=CC=NC=C1)C=1C=C2CCC(C2=CC1)=O (5-(5-Hydroxymethyl-2-pyridin-4-yl-furan-3-yl)indan-1-one). Yield: 125.4%. Reaction SMILES: Br[C:2]1[CH:3]=[C:4]([CH2:13][OH:14])[O:5][C:6]=1[C:7]1[CH:12]=[CH:11][N:10]=[CH:9][CH:8]=1.CC1(C)C(C)(C)OB([C:23]2[CH:24]=[C:25]3[C:29](=[CH:30][CH:31]=2)[C:28](=[O:32])[CH2:27][CH2:26]3)O1.C([O-])(=O)C.[K+].C1(P(C2C=CC=CC=2)C2C=CC=CC=2)C=CC=CC=1>C([O-])(=O)C.[Pd+2].C([O-])(=O)C.CN(C)C=O.O.C(O)C>[OH:14][CH2:13][C:4]1[O:5][C:6]([C:7]2[CH:12]=[CH:11][N:10]=[CH:9][CH:8]=2)=[C:2]([C:23]2[CH:24]=[C:25]3[C:29](=[CH:30][CH:31]=2)[C:28](=[O:32])[CH2:27][CH2:26]3)[CH:3]=1 |f:2.3,5.6.7|. Procedure details: The product from Step 2 (737 mg, 2.9 mmol), 5-(4,4,5,5-tetramethyl-[1,3,2]-dioxaborolan-2-yl)indanone (0.25 g, 1 mmol) (WO98/45265) (750 mg, 2.9 mmol), potassium acetate (854 mg, 8.7 mmol), triphenylphosphine (79 mg, 0.3 mmol) and palladium (II) acetate (34 mg, 0.15 mmol) were heated at 95° C. in 1:1:1 ethanol:water:N,N-dimethylformamide (10 ml) for 16 hours. After cooling the solution was partitioned between ethylacetate/water and the aqueous phase extracted with ethylacetate (×3). The combined... The reactants are C1(O)=CC(O)=CC=C1 (resorcinol), O.C1(=CC=C(C=C1)S(=O)(=O)O)C (p-toluenesulfonic acid monohydrate), C(C)OC(C=C)OCC (acrolein diethyl acetal), [OH-].[Na+] (sodium hydroxide). Run in C(C)#N (acetonitrile), O (water). Conditions: time 1 hour. The product is C(C)OC1OC2=CC(=CC=C2CC1)O (2-ethoxy-7-hydroxychroman). The yield is 62.0%. RXN SMILES: [C:1]1([CH:8]=[CH:7][CH:6]=[C:4]([OH:5])[CH:3]=1)[OH:2].O.C1(C)C=CC(S(O)(=O)=O)=CC=1.[CH2:21]([O:23][CH:24](OCC)[CH:25]=[CH2:26])[CH3:22].[OH-].[Na+]>O.C(#N)C>[CH2:21]([O:23][CH:24]1[CH2:25][CH2:26][C:8]2[C:1](=[CH:3][C:4]([OH:5])=[CH:6][CH:7]=2)[O:2]1)[CH3:22] |f:1.2,4.5|. Procedure: A 500-milliliter (ml) flask fitted with a dropping funnel was charged with 10.0 g of resorcinol, 0.2 g of p-toluenesulfonic acid monohydrate, and 100 ml of acetonitrile for dissolution, and the mixture was cooled with ice. To this solution was slowly added dropwise 11.1 ml of acrolein diethyl acetal under room temperature. After the dropwise addition, the mixture was stirred for 1 hour while being cooled with ice. After 5 ml of a 5% sodium hydroxide aqueous solution and 30 ml of water were added...